From a dataset of the Open Reaction Database (ORD), a public repository of structured organic reaction records. describe an organic reaction: reactants, conditions, products, and yield Starting materials: N#CC1(NC(=O)C2CC(S(=O)(=O)c3ccc(F)cc3Cl)CC2C(=O)N2CC(F)(F)C2)CC1, c1cn[nH]c1. The product is N#CC1(NC(=O)C2CC(S(=O)(=O)c3ccc(-n4cccn4)cc3Cl)CC2C(=O)N2CC(F)(F)C2)CC1. Reaction SMILES: [C:1](#[N:2])[C:3]1([NH:6][C:7](=[O:8])[CH:9]2[CH:10]([C:25](=[O:26])[N:27]3[CH2:28][C:29]([F:31])([F:32])[CH2:30]3)[CH2:11][CH:12]([S:14](=[O:15])(=[O:16])[c:17]3[c:18]([Cl:24])[cH:19][c:20]([F:23])[cH:21][cH:22]3)[CH2:13]2)[CH2:4][CH2:5]1.[nH:33]1[n:34][cH:35][cH:36][cH:37]1>>[C:1](#[N:2])[C:3]1([NH:6][C:7](=[O:8])[CH:9]2[CH:10]([C:25](=[O:26])[N:27]3[CH2:28][C:29]([F:31])([F:32])[CH2:30]3)[CH2:11][CH:12]([S:14](=[O:15])(=[O:16])[c:17]3[c:18]([Cl:24])[cH:19][c:20](-[n:33]4[n:34][cH:35][cH:36][cH:37]4)[cH:21][cH:22]3)[CH2:13]2)[CH2:4][CH2:5]1. The reactants are COCC(=O)Cl, Cc1n[nH]c(-c2ccccc2)c1N, c1ccncc1. Yields the product COCC(=O)Nc1c(C)n[nH]c1-c1ccccc1. As a reaction SMILES: [CH3:14][O:15][CH2:16][C:17](=[O:18])[Cl:19].[CH3:1][c:2]1[n:3][nH:4][c:5](-[c:8]2[cH:9][cH:10][cH:11][cH:12][cH:13]2)[c:6]1[NH2:7].[cH:20]1[cH:21][cH:22][n:23][cH:24][cH:25]1>>[CH3:1][c:2]1[n:3][nH:4][c:5](-[c:8]2[cH:9][cH:10][cH:11][cH:12][cH:13]2)[c:6]1[NH:7][C:17]([CH2:16][O:15][CH3:14])=[O:18]. The reactants are C1(=CC=CC=C1)S(=O)(=O)C1=CC=C(C=C1)C (1-benzenesulfonyl-4-methylbenzene), O (H2O), [OH-].[Na+] (NaOH), [O-][Mn](=O)(=O)=O.[K+] (KMnO4), [OH-].[Na+] (NaOH), [O-][Mn](=O)(=O)=O.[K+] (KMnO4). Yields the product C1(=CC=CC=C1)S(=O)(=O)C1=CC=C(C(=O)O)C=C1 (4-Benzenesulfonyl-benzoic acid). Isolated yield 26.0%. Reaction SMILES: [C:1]1([S:7]([C:10]2[CH:15]=[CH:14][C:13]([CH3:16])=[CH:12][CH:11]=2)(=[O:9])=[O:8])[CH:6]=[CH:5][CH:4]=[CH:3][CH:2]=1.[OH-:17].[Na+].[O-][Mn](=O)(=O)=O.[K+].[OH2:25]>>[C:1]1([S:7]([C:10]2[CH:11]=[CH:12][C:13]([C:16]([OH:25])=[O:17])=[CH:14][CH:15]=2)(=[O:9])=[O:8])[CH:2]=[CH:3][CH:4]=[CH:5][CH:6]=1 |f:1.2,3.4|. Procedure: To a suspension of 1-benzenesulfonyl-4-methylbenzene (5.05 g, 21.7 mmol) in H2O (100 mL) were added NaOH (2 pellets) and KMnO4 (6.87 g, 43.5 mmol). The mixture was heated to reflux overnight. The reaction was cooled and additional NaOH (1 pellet) and KMnO4 (4 g, 25 mmol) were added. The reaction was heated to reflux for 20 h. The reaction was cooled to rt and filtered to collect the solids. The filtrate was acidified with conc. HCl. The aqueous suspension was extracted with EtOAc (4×60 mL). The ... Starting materials: BrC=1C=2N(C=CC1C1=CC=C(C=C1)Cl)C(NN2)=O (8-bromo-7-(4-chlorophenyl)-[1,2,4]triazolo[4,3-a]pyridin-3(2H)-one), BrCC=1C(=[N+](C(=CC1)C(F)(F)F)[O-])C (3-(bromomethyl)-2-methyl-6-(trifluoromethyl)pyridine 1-oxide), C([O-])([O-])=O.[K+].[K+] (potassium carbonate). The solvent is CN(C=O)C (N,N-dimethylformamide). The product is ClC1=CC=C(C=C1)C1=C(C=2N(C=C1)C(N(N2)CC=2C(=[N+](C(=CC2)C(F)(F)F)[O-])C)=O)C2=CC=NC=C2 (3-((7-(4-chlorophenyl)-3-oxo-8-(pyridin-4-yl)-[1,2,4]triazolo[4,3-a]pyridin-2(3H)-yl)methyl)-2-methyl-6-(trifluoromethyl)pyridine 1-oxide). RXN SMILES: Br[C:2]1[C:3]2[N:4]([C:15](=[O:18])[NH:16][N:17]=2)[CH:5]=[CH:6][C:7]=1[C:8]1[CH:13]=[CH:12][C:11]([Cl:14])=[CH:10][CH:9]=1.Br[CH2:20][C:21]1[C:22]([CH3:32])=[N+:23]([O-:31])[C:24]([C:27]([F:30])([F:29])[F:28])=[CH:25][CH:26]=1.C(=O)([O-])[O-].[K+].[K+]>CN(C)C=O>[Cl:14][C:11]1[CH:12]=[CH:13][C:8]([C:7]2[CH:6]=[CH:5][N:4]3[C:15](=[O:18])[N:16]([CH2:20][C:21]4[C:22]([CH3:32])=[N+:23]([O-:31])[C:24]([C:27]([F:30])([F:29])[F:28])=[CH:25][CH:26]=4)[N:17]=[C:3]3[C:2]=2[C:7]2[CH:6]=[CH:5][N:4]=[CH:3][CH:2]=2)=[CH:9][CH:10]=1 |f:2.3.4|. Reported procedure: The title compound was also prepared from 8-bromo-7-(4-chlorophenyl)-[1,2,4]triazolo[4,3-a]pyridin-3(2H)-one by treatment with 3-(bromomethyl)-2-methyl-6-(trifluoromethyl)pyridine 1-oxide and potassium carbonate in N,N-dimethylformamide at 70° C., followed by treatment with 4-(4,4,5,5-tetramethyl-1,3,2-dioxaborolan-2-yl)pyridine and aqueous potassium carbonate solution in toluene under (Ph3P)4Pd catalysis at 100° C. Starting materials: BrCC=C1C2=C(SCC3=C1C=CC=C3)C=CC=C2 (11-(2-bromoethylidene)-6,11-dihydrodibenzo[b,e]thiepine), C([O-])([O-])=O.[K+].[K+] (potassium carbonate), C(C)OC(=O)C1CCNCC1 (4-piperidinecarboxylic acid ethyl ester). Reagents/catalysts: [I-].[Na+] (sodium iodide). Solvent: C1=CC=CC=C1 (benzene), CS(=O)C (dimethylsulfoxide). Run at temperature 100 celsius, time 4 hour. Yields the product C(C(=O)O)(=O)O.C(C)OC(=O)C1CCN(CC1)CC=C1C2=C(SCC3=C1C=CC=C3)C=CC=C2 (1-(2-(6,11-dihydrodibenzo[b,e]thiepin-11-ylidene)-1-ethyl)-4-piperidinecarboxylic acid ethyl ester hydrogen oxalate). Isolated yield 72.0%. Reaction SMILES: Br[CH2:2][CH:3]=[C:4]1[C:10]2[CH:11]=[CH:12][CH:13]=[CH:14][C:9]=2[CH2:8][S:7][C:6]2[CH:15]=[CH:16][CH:17]=[CH:18][C:5]1=2.[C:19](=[O:22])([O-:21])[O-].[K+].[K+].[CH2:25]([O:27][C:28]([CH:30]1[CH2:35][CH2:34][NH:33][CH2:32][CH2:31]1)=[O:29])[CH3:26]>CS(C)=O.C1C=CC=CC=1.[I-].[Na+]>[C:28]([OH:29])(=[O:27])[C:19]([OH:21])=[O:22].[CH2:25]([O:27][C:28]([CH:30]1[CH2:35][CH2:34][N:33]([CH2:2][CH:3]=[C:4]2[C:10]3[CH:11]=[CH:12][CH:13]=[CH:14][C:9]=3[CH2:8][S:7][C:6]3[CH:15]=[CH:16][CH:17]=[CH:18][C:5]2=3)[CH2:32][CH2:31]1)=[O:29])[CH3:26] |f:1.2.3,7.8,9.10|. Reported procedure: To a solution of 11-(2-bromoethylidene)-6,11-dihydrodibenzo[b,e]thiepine (4.76 g, 0.015 mol, prepared similarly as described in Coll. Czech. Chem. Comm. 52, 1566, 1987) in dimethylsulfoxide (90 ml), potassium carbonate (3.1 g, 0.0225 mol), 4-piperidinecarboxylic acid ethyl ester (2.36 g, 0.015 mol) and sodium iodide (50 mg) were added and the mixture was stirred at 100° C. for 4 h. The reaction mixture was diluted with benzene (100 ml), the solid was filtered off and the filtrate was washed with...